This data is from the Open Reaction Database (ORD), a public repository of structured organic reaction records. The task is: describe an organic reaction: reactants, conditions, products, and yield The reactants are O=C([O-])[O-], CCCCn1c(=O)c2[nH]cnc2n(CCCC)c1=O, CP(C)(=O)CCl, [K+], [K+], CN(C)C=O. The product is CCCCn1c(=O)c2c(ncn2CP(C)(C)=O)n(CCCC)c1=O. As a reaction SMILES: [C:26](=[O:27])([O-:28])[O-:29].[CH2:1]([CH2:2][CH2:3][CH3:4])[n:5]1[c:6](=[O:7])[n:8]([CH2:16][CH2:17][CH2:18][CH3:19])[c:9]2[n:10][cH:11][nH:12][c:13]2[c:14]1=[O:15].[Cl:20][CH2:21][P:22]([CH3:23])([CH3:24])=[O:25].[K+:30].[K+:31].[O:32]=[CH:33][N:34]([CH3:35])[CH3:36]>>[CH2:1]([CH2:2][CH2:3][CH3:4])[n:5]1[c:6](=[O:7])[n:8]([CH2:16][CH2:17][CH2:18][CH3:19])[c:9]2[n:10][cH:11][n:12]([CH2:21][P:22]([CH3:23])([CH3:24])=[O:25])[c:13]2[c:14]1=[O:15]. Starting materials: N1C=CC2=CC(=CC=C12)N (1H-indol-5-amine), ClCCOCCCl (1-chloro-2-(2-chloroethoxy)ethane), C(=O)([O-])[O-].[Na+].[Na+] (Na2CO3). Solvent: CC(C)(C)O (t-BuOH), CCOC(=O)C (EtOAc). Yields the product N1C=CC2=CC(=CC=C12)N1CCOCC1 (4-(1H-Indol-5-yl)morpholine). Isolated yield 53.7%. As a reaction SMILES: [NH:1]1[C:9]2[C:4](=[CH:5][C:6]([NH2:10])=[CH:7][CH:8]=2)[CH:3]=[CH:2]1.Cl[CH2:12][CH2:13][O:14][CH2:15][CH2:16]Cl.C([O-])([O-])=O.[Na+].[Na+]>CC(O)(C)C.CCOC(C)=O>[NH:1]1[C:9]2[C:4](=[CH:5][C:6]([N:10]3[CH2:16][CH2:15][O:14][CH2:13][CH2:12]3)=[CH:7][CH:8]=2)[CH:3]=[CH:2]1 |f:2.3.4|. Procedure: A heterogeneous, tan solution of 1H-indol-5-amine (4.5547 g, 34.5 mmol), 1-chloro-2-(2-chloroethoxy)ethane (6.06 mL, 51.7 mmol) and Na2CO3 (14.61 g, 138 mmol) in t-BuOH (90 mL) in a sealed pressure tube was heated to 100° C. for 2 days. The reaction was cooled to room temperature, diluted with EtOAc and filtered through a pad of CELITE®, and the filtrate was concentrated in vacuo. Water (50 mL) was added to the residue and basified to pH ˜11 with saturated aqueous NaHCO3; this was extracted with...